Dataset: the Open Reaction Database (ORD), a public repository of structured organic reaction records. Task: describe an organic reaction: reactants, conditions, products, and yield Reactants: C1(=CC=C(C=C1)S(=O)(=O)N=C=O)C (p-toluene sulphonyl isocyanate), 40g, C(=C)O (vinyl alcohol), C(C)(=O)OC=C (vinyl acetate), C1(CCCCC1)N=C=NC1CCCCC1 (1,3-dicyclo hexyl carbodiimide), N(=[N+]=[N-])C1=CC=C(C=C(C(=O)O)C#N)C=C1 (4-azidobenzylidene-α-cyano acetic acid), poly (vinyl butyral), vinyl butyral. Reagents/catalysts: CN(C1=CC=NC=C1)C (4-dimethylamino pyridine). Solvent: C(C)(=O)OC (methyl acetate), C(C)(=O)OC (methyl acetate), C(C)(=O)OC (methyl acetate). The product is C1(CCCCC1)NC(=O)NC1CCCCC1 (1,3-dicyclo hexyl urea). RXN SMILES: C(OC=C)(=[O:3])C.C(O)=C.C1(C)C=CC(S(N=C=O)(=O)=O)=CC=1.N(C1C=CC(C=C(C#N)C(O)=O)=CC=1)=[N+]=[N-].[CH:39]1([N:45]=[C:46]=[N:47][CH:48]2[CH2:53][CH2:52][CH2:51][CH2:50][CH2:49]2)[CH2:44][CH2:43][CH2:42][CH2:41][CH2:40]1>C(OC)(=O)C.CN(C)C1C=CN=CC=1>[CH:48]1([NH:47][C:46]([NH:45][CH:39]2[CH2:40][CH2:41][CH2:42][CH2:43][CH2:44]2)=[O:3])[CH2:53][CH2:52][CH2:51][CH2:50][CH2:49]1. Reported procedure: 40g of poly (vinyl butyral) containing 74% by weight of vinyl butyral units, 2% by weight of vinyl acetate units and 24% by weight of vinyl alcohol units and having an approximate average molecular weight of 30,000, were dissolved in 500 cm3 of anhydrous methyl acetate at 40° C. To this solution, 28.5g of p-toluene sulphonyl isocyanate (TSI) dissolved in 40 cm3 of methyl acetate were added over the course of 15 minutes at 40° C. The reaction was allowed to continue for a further hour at 40° C. w... Starting materials: BrC=1C(=CC(=[N+](C1)[O-])C)OCC(C)C (5-bromo-4-isobutoxy-2-methylpyridine 1-oxide), C(C)(=O)OC(C)=O (acetic anhydride). Run at temperature 80 celsius, time 1 hour. Product: BrC=1C(=CC(=NC1)CO)OCC(C)C ((5-bromo-4-isobutoxypyridin-2-yl)methanol). RXN SMILES: [Br:1][C:2]1[C:3]([O:10][CH2:11][CH:12]([CH3:14])[CH3:13])=[CH:4][C:5]([CH3:9])=[N+:6]([O-])[CH:7]=1.C(OC(=O)C)(=[O:17])C>>[Br:1][C:2]1[C:3]([O:10][CH2:11][CH:12]([CH3:14])[CH3:13])=[CH:4][C:5]([CH2:9][OH:17])=[N:6][CH:7]=1. Procedure details: A mixture of 5-bromo-4-isobutoxy-2-methylpyridine 1-oxide (3.40 g) and acetic anhydride (50 mL) was stirred at 80° C. for 1 hr. The solvent in the reaction mixture was evaporated under reduced pressure, and the residue was dissolved in THF (50 mL) and methanol (25 mL). 1N Aqueous sodium hydroxide solution (50 mL) was added to the obtained solution, and the reaction mixture was stirred at room temperature for 15 min. 1N Hydrochloric acid (50 mL) was added to the reaction mixture at 0° C., and the... Starting materials: Cl, [Na+], [OH-], O, O=S1(=O)CCCN1, ClCc1ccncc1. The product is O=S1(=O)CCCN1Cc1ccncc1. Reaction SMILES: [ClH:1].[Na+:11].[OH-:10].[OH2:19].[S:12]1(=[O:17])(=[O:18])[NH:13][CH2:14][CH2:15][CH2:16]1.[cH:2]1[cH:3][c:4]([CH2:8][Cl:9])[cH:5][cH:6][n:7]1>>[cH:2]1[cH:3][c:4]([CH2:8][N:13]2[S:12](=[O:17])(=[O:18])[CH2:16][CH2:15][CH2:14]2)[cH:5][cH:6][n:7]1. Starting materials: CCO, CC(=O)Nc1cc(Cl)c(OC(F)(F)C(F)C(F)(F)F)c(C(F)(F)F)c1, Cl. Product: Nc1cc(Cl)c(OC(F)(F)C(F)C(F)(F)F)c(C(F)(F)F)c1. RXN SMILES: [CH3:27][CH2:28][OH:29].[Cl:1][c:2]1[cH:3][c:4]([NH:22][C:23]([CH3:24])=[O:25])[cH:5][c:6]([C:18]([F:19])([F:20])[F:21])[c:7]1[O:8][C:9]([CH:10]([C:11]([F:12])([F:13])[F:14])[F:15])([F:16])[F:17].[ClH:26]>>[Cl:1][c:2]1[cH:3][c:4]([NH2:22])[cH:5][c:6]([C:18]([F:19])([F:20])[F:21])[c:7]1[O:8][C:9]([CH:10]([C:11]([F:12])([F:13])[F:14])[F:15])([F:16])[F:17]. Product: COC(C1=CC(=C(C=C1)[N+](=O)[O-])OC)=O (3-Methoxy-4-nitro-benzoic acid methyl ester). Procedure details: A 5-L, 3-necked, round-bottomed flask fitted with an overhead stirrer and a 250 mL addition funnel was charged with 3-hydroxy-4-nitrobenzoic acid (122 g, 0.66 mol), acetone (reagent grade, 1.5 L) and powdered K2CO3 (185 g). To this stirred suspension dimethylsulfate (127 mL) was added drop-wise. The suspension was stirred at room temperature for 18 h and filtered. The filtrate was concentrated under reduced pressure to about half the volume (ca 750 mL), transferred to a 3-L beaker and water (1-L... Starting materials: OC=1C=C(C(=O)O)C=CC1[N+](=O)[O-] (3-hydroxy-4-nitrobenzoic acid), C(=O)([O-])[O-].[K+].[K+] (K2CO3), CC(=O)C (acetone), 5-L, COS(=O)(=O)OC (dimethylsulfate). RXN SMILES: O[C:2]1[CH:3]=[C:4]([CH:8]=[CH:9][C:10]=1[N+:11]([O-:13])=[O:12])C(O)=O.[C:14]([O-:17])([O-])=[O:15].[K+].[K+].COS([O:25][CH3:26])(=O)=O.[CH3:27]C(C)=O>>[CH3:27][O:17][C:14](=[O:15])[C:4]1[CH:8]=[CH:9][C:10]([N+:11]([O-:13])=[O:12])=[C:2]([O:25][CH3:26])[CH:3]=1 |f:1.2.3|. Conditions: time 18 hour.